This data is from the Open Reaction Database (ORD), a public repository of structured organic reaction records. The task is: describe an organic reaction: reactants, conditions, products, and yield Starting materials: C1(CCCC1)OCC(=O)Cl (2-(cyclopentyloxy)acetyl chloride), C(C)(C)C=1C(=NN2C1N=CC=C2)N (3-Isopropylpyrazolo[1,5-a]pyrimidin-2-amine), CO (Methanol). Run in N1=CC=CC=C1 (pyridine). Reaction conditions: time 2 hour. Yields the product C1(CCCC1)OCC(=O)NC1=NN2C(N=CC=C2)=C1C(C)C (2-(cyclopentyloxy)-N-(3-isopropylpyrazolo[1,5-a]pyrimidin-2-yl)acetamide). RXN SMILES: [CH:1]1([O:6][CH2:7][C:8](Cl)=[O:9])[CH2:5][CH2:4][CH2:3][CH2:2]1.[CH:11]([C:14]1[C:15]([NH2:23])=[N:16][N:17]2[CH:22]=[CH:21][CH:20]=[N:19][C:18]=12)([CH3:13])[CH3:12].CO>N1C=CC=CC=1>[CH:1]1([O:6][CH2:7][C:8]([NH:23][C:15]2[C:14]([CH:11]([CH3:13])[CH3:12])=[C:18]3[N:19]=[CH:20][CH:21]=[CH:22][N:17]3[N:16]=2)=[O:9])[CH2:5][CH2:4][CH2:3][CH2:2]1. Reported procedure: The product from Example 133C (1.5 mL of solution in CH2Cl2) was added to a solution of the product from Example 112C (86 mg, 0.49 mmol) in pyridine (1.0 mL) in a 4 mL vial. The reaction mixture was stirred at room temperature for 2 h. Methanol (0.5 mL) was added, and the solution was stirred for 30 minutes and then concentrated under vacuum. The residue was purified by flash chromatography (silica gel, eluted with hexanes-EtOAc, 70:30-0:100) to provide the title compound. 1H NMR (300 MHz, CDCl3... Starting materials: COC1=C(C=CC=C1CBr)OC1=CC=C(C=C1)Cl (4-chlorophenyl 2-methoxy-3-bromomethylphenyl ether), [C-]#N.[Na+] (sodium cyanide). Run in CS(=O)C (dimethyl sulfoxide). Yields the product COC1=C(C=CC=C1OC1=CC=C(C=C1)Cl)CC#N (2-[2-methoxy-3-(4-chlorophenoxy)phenyl]acetonitrile). Isolated yield 94.8%. Reaction SMILES: [CH3:1][O:2][C:3]1[C:8]([CH2:9]Br)=[CH:7][CH:6]=[CH:5][C:4]=1[O:11][C:12]1[CH:17]=[CH:16][C:15]([Cl:18])=[CH:14][CH:13]=1.[C-:19]#[N:20].[Na+]>CS(C)=O>[CH3:1][O:2][C:3]1[C:4]([O:11][C:12]2[CH:17]=[CH:16][C:15]([Cl:18])=[CH:14][CH:13]=2)=[CH:5][CH:6]=[CH:7][C:8]=1[CH2:9][C:19]#[N:20] |f:1.2|. Procedure details: A solution of 4-chlorophenyl 2-methoxy-3-bromomethylphenyl ether (14.9 g) in dimethyl sulfoxide (40 ml) and powdered sodium cyanide (2.3 g) were treated in a similar manner to that of Example 5-(4) to give oily 2-[2-methoxy-3-(4-chlorophenoxy)phenyl]acetonitrile (11.8 g).